This data is from the Open Reaction Database (ORD), a public repository of structured organic reaction records. The task is: describe an organic reaction: reactants, conditions, products, and yield Starting materials: CS(=O)(=O)N1CCC(=CC1)C=1C=C2C(=CN1)O[C@@H](C2)C2CCNCC2 ((S)-5-(1-methanesulfonyl-1,2,3,6-tetrahydro-pyridin-4-yl)-2-piperidin-4-yl-2,3-dihydro-furo[2,3-c]pyridine), Intermediate 37, ClC1=NC=C(C=N1)CC (2-chloro-5-ethylpyrimidine). Product: C(C)C=1C=NC(=NC1)N1CCC(CC1)[C@@H]1CC=2C(=CN=C(C2)C=2CCN(CC2)S(=O)(=O)C)O1 ((S)-2-[1-(5-Ethyl-pyrimidin-2-yl)-piperidin-4-yl]-5-(1-methanesulfonyl-1,2,3,6-tetrahydro-pyridin-4-yl)-2,3-dihydro-furo[2,3-c]pyridine). RXN SMILES: [CH3:1][S:2]([N:5]1[CH2:10][CH:9]=[C:8]([C:11]2[CH:12]=[C:13]3[CH2:19][C@@H:18]([CH:20]4[CH2:25][CH2:24][NH:23][CH2:22][CH2:21]4)[O:17][C:14]3=[CH:15][N:16]=2)[CH2:7][CH2:6]1)(=[O:4])=[O:3].Cl[C:27]1[N:32]=[CH:31][C:30]([CH2:33][CH3:34])=[CH:29][N:28]=1>>[CH2:33]([C:30]1[CH:29]=[N:28][C:27]([N:23]2[CH2:24][CH2:25][CH:20]([C@H:18]3[O:17][C:14]4=[CH:15][N:16]=[C:11]([C:8]5[CH2:9][CH2:10][N:5]([S:2]([CH3:1])(=[O:3])=[O:4])[CH2:6][CH:7]=5)[CH:12]=[C:13]4[CH2:19]3)[CH2:21][CH2:22]2)=[N:32][CH:31]=1)[CH3:34]. Reported procedure: The title compound is prepared from (S)-5-(1-methanesulfonyl-1,2,3,6-tetrahydro-pyridin-4-yl)-2-piperidin-4-yl-2,3-dihydro-furo[2,3-c]pyridine (Intermediate 37, the configuration of the stereocenter is arbitrarily assigned) and 2-chloro-5-ethylpyrimidine following a procedure analogous to that described in Example 1. LC (method 5): tR=0.87 min; Mass spectrum (ESI+): m/z=470 [M+H]+. The reactants are BrC=1SC=C(C1CC(=O)OC)Br (methyl (2,4-dibromothien-3-yl)acetate), C(CC)OC1=CC=C(C=C1)B(O)O (4-propoxyphenylboronic acid), ClCCl (dichloromethane), C(=O)([O-])[O-].[K+].[K+] (K2CO3). Solvent: CCOC(=O)C (EtOAc), CCCCCC (Hexane), O1CCOCC1 (dioxane), O1CCOCC1 (dioxane), O (H2O). The product is BrC=1C(=C(SC1)C1=CC=C(C=C1)OCCC)CC(=O)OC (methyl [4-bromo-2-(4-propoxyphenyl)thien-3-yl]acetate). The yield is 57.5%. Reaction SMILES: Br[C:2]1[S:3][CH:4]=[C:5]([Br:12])[C:6]=1[CH2:7][C:8]([O:10][CH3:11])=[O:9].[CH2:13]([O:16][C:17]1[CH:22]=[CH:21][C:20](B(O)O)=[CH:19][CH:18]=1)[CH2:14][CH3:15].C([O-])([O-])=O.[K+].[K+].ClCCl>O.CCOC(C)=O.CCCCCC.O1CCOCC1>[Br:12][C:5]1[C:6]([CH2:7][C:8]([O:10][CH3:11])=[O:9])=[C:2]([C:20]2[CH:21]=[CH:22][C:17]([O:16][CH2:13][CH2:14][CH3:15])=[CH:18][CH:19]=2)[S:3][CH:4]=1 |f:2.3.4|. Procedure: Into dioxane (3 mL) was dissolved methyl (2,4-dibromothien-3-yl)acetate (0.355 g, 1.13 mmol) and 4-propoxyphenylboronic acid (0.214 g, 1.19 mmol). K2CO3 (0.195 g, 1.41 mmol) was dissolved in H2O (0.4 mL) and added to the dioxane. The solution was degassed by bubbling argon through the mixture for five minutes. {1,1′-Bis(diphenylphosphino)-ferrocene}dichloropalladium(II) complex with dichloromethane (1:1) (0.027 g, 0.033 mmol) was added and the mixture heated under argon to 50° C. for 4 hours (fo...